Dataset: the Open Reaction Database (ORD), a public repository of structured organic reaction records. Task: describe an organic reaction: reactants, conditions, products, and yield Reactants: CC(=O)OC1CCC2(C)C(=CC=C3C2CCC2(C)C3CCC2C(C)CCCC(C)(C)O)C1, CCO, [Na+], [OH-]. The product is CC(CCCC(C)(C)O)C1CCC2C3=CC=C4CC(O)CCC4(C)C3CCC21C. Reaction SMILES: [C:1](=[O:2])([CH3:3])[O:4][CH:5]1[CH2:6][C:7]2=[CH:8][CH:9]=[C:10]3[CH:11]4[CH2:12][CH2:13][CH:14]([CH:15]([CH2:16][CH2:17][CH2:18][C:19]([CH3:20])([CH3:21])[OH:22])[CH3:23])[C:24]4([CH3:32])[CH2:25][CH2:26][CH:27]3[C:28]2([CH3:31])[CH2:29][CH2:30]1.[CH3:35][CH2:36][OH:37].[Na+:34].[OH-:33]>>[OH:4][CH:5]1[CH2:6][C:7]2=[CH:8][CH:9]=[C:10]3[CH:11]4[CH2:12][CH2:13][CH:14]([CH:15]([CH2:16][CH2:17][CH2:18][C:19]([CH3:20])([CH3:21])[OH:22])[CH3:23])[C:24]4([CH3:32])[CH2:25][CH2:26][CH:27]3[C:28]2([CH3:31])[CH2:29][CH2:30]1. Starting materials: O=C1CCC(=O)N1Br, ClC(Cl)(Cl)Cl, Cc1cccc2c(-c3ccc(Cl)cc3)nccc12. The product is Clc1ccc(-c2nccc3c(CBr)cccc23)cc1. Reaction SMILES: [Br:19][N:20]1[C:21](=[O:22])[CH2:23][CH2:24][C:25]1=[O:26].[C:27]([Cl:28])([Cl:29])([Cl:30])[Cl:31].[Cl:1][c:2]1[cH:3][cH:4][c:5](-[c:8]2[n:9][cH:10][cH:11][c:12]3[c:13]([CH3:18])[cH:14][cH:15][cH:16][c:17]23)[cH:6][cH:7]1>>[Cl:1][c:2]1[cH:3][cH:4][c:5](-[c:8]2[n:9][cH:10][cH:11][c:12]3[c:13]([CH2:18][Br:19])[cH:14][cH:15][cH:16][c:17]23)[cH:6][cH:7]1. Starting materials: CC1CNCC(C)N1, Nc1c(F)c(F)cc2c1c(=O)c(C(=O)O)cn2C1CC1, c1ccncc1. Product: CC1CN(c2cc3c(c(N)c2F)c(=O)c(C(=O)O)cn3C2CC2)CC(C)N1. As a reaction SMILES: [CH3:21][CH:22]1[NH:23][CH:24]([CH3:28])[CH2:25][NH:26][CH2:27]1.[NH2:1][c:2]1[c:3]2[c:4](=[O:20])[c:5]([C:17](=[O:18])[OH:19])[cH:6][n:7]([CH:14]3[CH2:15][CH2:16]3)[c:8]2[cH:9][c:10]([F:13])[c:11]1[F:12].[cH:29]1[cH:30][cH:31][n:32][cH:33][cH:34]1>>[NH2:1][c:2]1[c:3]2[c:4](=[O:20])[c:5]([C:17](=[O:18])[OH:19])[cH:6][n:7]([CH:14]3[CH2:15][CH2:16]3)[c:8]2[cH:9][c:10]([N:26]2[CH2:25][CH:24]([CH3:28])[NH:23][CH:22]([CH3:21])[CH2:27]2)[c:11]1[F:12]. Starting materials: CC=1C=C(C=2NC(C3=C(N(C2N1)CC)N=CC=C3)=S)C (5,11-dihydro-2,4-dimethyl-11-ethyl-6H-dipyrido[3,2-b:2',3'-e][1,4]diazepin-6-thione), [H-].[Na+] (NaH), CI (methyl iodide). Run in CN(C=O)C (dimethylformamide). Conditions: temperature 40 celsius, time 1 hour. Product: CC=1C=C(C=2N=C(C3=C(N(C2N1)CC)N=CC=C3)SC)C (2,4-Dimethyl-11-ethyl-6-methylthio-11H-dipyrido[3,2-b:2',3'-e][1,4]diazepin). Yield: 95.7%. RXN SMILES: [CH3:1][C:2]1[CH:3]=[C:4]([CH3:20])[C:5]2[NH:6][C:7](=[S:19])[C:8]3[CH:18]=[CH:17][CH:16]=[N:15][C:9]=3[N:10]([CH2:13][CH3:14])[C:11]=2[N:12]=1.[H-].[Na+].[CH3:23]I>CN(C)C=O>[CH3:1][C:2]1[CH:3]=[C:4]([CH3:20])[C:5]2[N:6]=[C:7]([S:19][CH3:23])[C:8]3[CH:18]=[CH:17][CH:16]=[N:15][C:9]=3[N:10]([CH2:13][CH3:14])[C:11]=2[N:12]=1 |f:1.2|. Procedure: To a solution of 5,11-dihydro-2,4-dimethyl-11-ethyl-6H-dipyrido[3,2-b:2',3'-e][1,4]diazepin-6-thione (0.2 g, 0.7 mmol) in dimethylformamide (10 mL) was added NaH (50% in mineral oil, 0.04 g, 0.8 mmol). The mixture was stirred under argon at 40° C. for 1 hr. After cooling to 30° C. methyl iodide (0.12 g, 0.8 mmol) was added, and the mix was stirred for 1 hr. The reaction was quenched with water, and the mixture was concentrated in vacuo. The residue was treated with ethyl acetate, washed, dried, ... Starting materials: COC(OC)N(C)C, Cc1nccc2[nH]c(=O)ccc12, CN(C)C=O. Yields the product Cc1nccc2c1ccc(=O)n2C. Reaction SMILES: [CH3:13][O:14][CH:15]([O:16][CH3:17])[N:18]([CH3:19])[CH3:20].[CH3:1][c:2]1[c:3]2[cH:4][cH:5][c:6](=[O:12])[nH:7][c:8]2[cH:9][cH:10][n:11]1.[CH3:21][N:22]([CH3:23])[CH:24]=[O:25]>>[CH3:1][c:2]1[c:3]2[cH:4][cH:5][c:6](=[O:12])[n:7]([CH3:13])[c:8]2[cH:9][cH:10][n:11]1.